From a dataset of the Open Reaction Database (ORD), a public repository of structured organic reaction records. describe an organic reaction: reactants, conditions, products, and yield Starting materials: C(CCC)OC(=O)C1=C(C2=C(C(=N1)Br)C=C(S2)C2=CC=C(C=C2)OC2=CC=CC=C2)O (4-bromo-7-hydroxy-2-(4-phenoxy-phenyl)-thieno[3,2-c]pyridine-6-carboxylic acid butyl ester), C(CCC)OC(=O)C=1C(=C2C(=C(N1)Br)SC(=C2)C2=CC=C(C=C2)OC2=CC=CC=C2)O (7-bromo-4-hydroxy-2-(4-phenoxy-phenyl)-thieno[2,3-c]pyridine-5-carboxylic acid butyl ester). Yields the product C(CCC)OC(=O)C1=C(C2=C(C=N1)C=C(S2)C2=CC=C(C=C2)OC2=CC=CC=C2)O (7-Hydroxy-2-(4-phenoxy-phenyl)-thieno[3,2-c]pyridine-6-carboxylic acid butyl ester). RXN SMILES: [CH2:1]([O:5][C:6]([C:8]1[N:13]=[C:12](Br)[C:11]2[CH:15]=[C:16]([C:18]3[CH:23]=[CH:22][C:21]([O:24][C:25]4[CH:30]=[CH:29][CH:28]=[CH:27][CH:26]=4)=[CH:20][CH:19]=3)[S:17][C:10]=2[C:9]=1[OH:31])=[O:7])[CH2:2][CH2:3][CH3:4].C(OC(C1C(O)=C2C=C(C3C=CC(OC4C=CC=CC=4)=CC=3)SC2=C(Br)N=1)=O)CCC>>[CH2:1]([O:5][C:6]([C:8]1[N:13]=[CH:12][C:11]2[CH:15]=[C:16]([C:18]3[CH:23]=[CH:22][C:21]([O:24][C:25]4[CH:26]=[CH:27][CH:28]=[CH:29][CH:30]=4)=[CH:20][CH:19]=3)[S:17][C:10]=2[C:9]=1[OH:31])=[O:7])[CH2:2][CH2:3][CH3:4]. Procedure: The title compound was prepared from a mixture of 4-bromo-7-hydroxy-2-(4-phenoxy-phenyl)-thieno[3,2-c]pyridine-6-carboxylic acid butyl ester and 7-bromo-4-hydroxy-2-(4-phenoxy-phenyl)-thieno[2,3-c]pyridine-5-carboxylic acid butyl ester, example 7-c, under conditions analogous to experimental example 13-a with isolation of the higher Rf isomer. MS: (+) m/z 420.03 (M+1). The reactants are C1CCOC1, CCCCCC1(C=O)CCCCC1. Product: C=CC1(CCCCC)CCCCC1. As a reaction SMILES: [CH2:14]1[O:15][CH2:16][CH2:17][CH2:18]1.[CH2:1]([CH2:2][CH2:3][CH2:4][CH3:5])[C:6]1([CH:12]=[O:13])[CH2:7][CH2:8][CH2:9][CH2:10][CH2:11]1>>[CH2:1]([CH2:2][CH2:3][CH2:4][CH3:5])[C:6]1([CH:12]=[CH2:14])[CH2:7][CH2:8][CH2:9][CH2:10][CH2:11]1. Starting materials: COC1=C(CN)C=CC=C1 (2-methoxy-benzylamine), C(=O)(O)CC=1C=C(C=CC1)CC(=O)O ((3-carboxymethyl-phenyl)-acetic acid), ON1N=NC2=C1C=CC=C2 (1-hydroxybenzotriazole), CCN(C(C)C)C(C)C (Hunigs base), Cl.CN(CCCN=C=NCC)C (1-(3-dimethylaminopropyl)-3-ethylcarbodiimide hydrochloride). Product: COC1=C(CNC(=O)CC=2C=C(C=CC2)CC(=O)O)C=CC=C1 ({3-[(2-Methoxy-benzylcarbamoyl)-methyl]-phenyl}-acetic acid). Yield: 31.0%. As a reaction SMILES: [CH3:1][O:2][C:3]1[CH:10]=[CH:9][CH:8]=[CH:7][C:4]=1[CH2:5][NH2:6].[C:11]([CH2:14][C:15]1[CH:16]=[C:17]([CH2:21][C:22](O)=[O:23])[CH:18]=[CH:19][CH:20]=1)([OH:13])=[O:12].ON1C2C=CC=CC=2N=N1.CCN(C(C)C)C(C)C.Cl.CN(C)CCCN=C=NCC>>[CH3:1][O:2][C:3]1[CH:10]=[CH:9][CH:8]=[CH:7][C:4]=1[CH2:5][NH:6][C:22]([CH2:21][C:17]1[CH:16]=[C:15]([CH2:14][C:11]([OH:13])=[O:12])[CH:20]=[CH:19][CH:18]=1)=[O:23] |f:4.5|. Procedure details: Prepared from 2-methoxy-benzylamine (1.4 g), (3-carboxymethyl-phenyl)-acetic acid (2 g), 1-hydroxybenzotriazole (1.4 g), Hunigs base (1.8 mL), 1-(3-dimethylaminopropyl)-3-ethylcarbodiimide hydrochloride (2.0 g), using the method of Example 44 (step a), to give 990 mg of the sub-titled compound as a white solid. Reactants: FC1=CC=C(C=C1)P(OCC)C1=CC=C(C=C1)F (ethyl bis(4-fluorophenyl)phosphinite), BrCC1=C(C2=CC=CC=C2C=C1)C1=C(C=CC2=CC=CC=C12)CBr (2,2'-bis(bromo-methyl)-1,1'-binaphthyl). Solvent: CC=1C=CC=CC1C (o-xylene). Conditions: temperature 135 celsius. The product is FC1=CC=C(C=C1)P(=O)(C1=CC=C(C=C1)F)CC1=C(C2=CC=CC=C2C=C1)C1=C(C=CC2=CC=CC=C12)CP(=O)(C1=CC=C(C=C1)F)C1=CC=C(C=C1)F (2,2'-Bis[bis(4-fluorophenyl)phosphinylmethyl]-1,1'-binaphthyl). Reaction SMILES: [F:1][C:2]1[CH:7]=[CH:6][C:5]([P:8]([C:12]2[CH:17]=[CH:16][C:15]([F:18])=[CH:14][CH:13]=2)[O:9]CC)=[CH:4][CH:3]=1.Br[CH2:20][C:21]1[CH:30]=[CH:29][C:28]2[C:23](=[CH:24][CH:25]=[CH:26][CH:27]=2)[C:22]=1[C:31]1[C:40]2[C:35](=[CH:36][CH:37]=[CH:38][CH:39]=2)[CH:34]=[CH:33][C:32]=1[CH2:41]Br>CC1C=CC=CC=1C>[F:1][C:2]1[CH:7]=[CH:6][C:5]([P:8]([CH2:20][C:21]2[CH:30]=[CH:29][C:28]3[C:23](=[CH:24][CH:25]=[CH:26][CH:27]=3)[C:22]=2[C:31]2[C:40]3[C:35](=[CH:36][CH:37]=[CH:38][CH:39]=3)[CH:34]=[CH:33][C:32]=2[CH2:41][P:8]([C:5]2[CH:6]=[CH:7][C:2]([F:1])=[CH:3][CH:4]=2)([C:12]2[CH:13]=[CH:14][C:15]([F:18])=[CH:16][CH:17]=2)=[O:9])([C:12]2[CH:17]=[CH:16][C:15]([F:18])=[CH:14][CH:13]=2)=[O:9])=[CH:4][CH:3]=1. Reported procedure: While stirring under nitrogen, 10.70 g (0.04 mol) of ethyl bis(4-fluorophenyl)phosphinite are added dropwise to a solution of 8.80 g (0.02 mol) of 2,2'-bis(bromo-methyl)-1,1'-binaphthyl in 40 ml of o-xylene, which solution has been heated to 135° C. After the end of the addition, the mixture is heated under reflux for a further 1.5 hours. After cooling to room temperature, the precipitated crystals are filtered off with suction and washed with xylene. This gives 14.1 g (94 %) of colorless crysta... The reactants are crude product, FC(C(=O)O)(F)F (trifluoroacetic acid), N(=[N+]=[N-])CC(C[C@H](C(=O)O[C@@H]1[C@@H](O[C@H]([C@@H]1O)N1C2=NC=NC(=C2N=C1)N)COP(=O)(O)O[C@@H]1[C@H](O[C@H](C1)N1C(N=C(C=C1)N)=O)COP(=O)(O)O)NC(=O)OC(C)(C)C)SSC(C)(C)C ((2S)-(2R,3S,4R,5R)-2-((((((2R,3S,5R)-5-(4-amino-2-oxopyrimidin-1(2H)-yl)-2-((phosphonooxy)methyl)tetrahydrofuran-3-yl)oxy)(hydroxy)phosphoryl)oxy)methyl)-5-(6-amino-9H-purin-9-yl)-4-hydroxytetrahydrofuran-3-yl 5-azido-2-((tert-butoxycarbonyl)amino)-4-(tert-butyldisulfanyl)pentanoate), N(=[N+]=[N-])CC(C[C@H](C(=O)O[C@@H]1[C@@H](O[C@H]([C@@H]1O)N1C2=NC=NC(=C2N=C1)N)COP(=O)(O)O[C@@H]1[C@H](O[C@H](C1)N1C(N=C(C=C1)N)=O)COP(=O)(O)O)NC(=O)OC(C)(C)C)SSC(C)(C)C ((2S)-(2R,3S,4R,5R)-2-((((((2R,3S,5R)-5-(4-amino-2-oxopyrimidin-1(2H)-yl)-2-((phosphonooxy)methyl)tetrahydrofuran-3-yl)oxy)(hydroxy)phosphoryl)oxy)methyl)-5-(6-amino-9H-purin-9-yl)-4-hydroxytetrahydrofuran-3-yl 5-azido-2-((tert-butoxycarbonyl)amino)-4-(tert-butyldisulfanyl)pentanoate). Solvent: ClCCl (dichloromethane). Conditions: time 30 minute. The product is N[C@@H](C(=O)O[C@@H]1[C@@H](O[C@H]([C@@H]1O)N1C2=NC=NC(=C2N=C1)N)COP(=O)(O)O[C@@H]1[C@H](O[C@H](C1)N1C(N=C(C=C1)N)=O)COP(=O)(O)O)CC(CN=[N+]=[N-])SSC(C)(C)C ((2S)-(2R,3S,4R,5R)-2-((((((2R,3S,5R)-5-(4-amino-2-oxopyrimidin-1(2H)-yl)-2-((phosphonooxy)methyl)tetrahydrofuran-3-yl)oxy)(hydroxy)phosphoryl)oxy)methyl)-5-(6-amino-9H-purin-9-yl)-4-hydroxytetrahydrofuran-3-yl 2-amino-5-azido-4-(tert-butyldisulfanyl)pentanoate). Isolated yield 50.3%. As a reaction SMILES: [N:1]([CH2:4][CH:5]([S:60][S:61][C:62]([CH3:65])([CH3:64])[CH3:63])[CH2:6][C@@H:7]([NH:52]C(OC(C)(C)C)=O)[C:8]([O:10][C@H:11]1[C@@H:15]([OH:16])[C@H:14]([N:17]2[CH:25]=[N:24][C:23]3[C:18]2=[N:19][CH:20]=[N:21][C:22]=3[NH2:26])[O:13][C@H:12]1[CH2:27][O:28][P:29]([O:32][C@H:33]1[CH2:37][C@H:36]([N:38]2[CH:43]=[CH:42][C:41]([NH2:44])=[N:40][C:39]2=[O:45])[O:35][C@@H:34]1[CH2:46][O:47][P:48]([OH:51])([OH:50])=[O:49])([OH:31])=[O:30])=[O:9])=[N+:2]=[N-:3].FC(F)(F)C(O)=O>ClCCl>[NH2:52][C@H:7]([CH2:6][CH:5]([S:60][S:61][C:62]([CH3:65])([CH3:64])[CH3:63])[CH2:4][N:1]=[N+:2]=[N-:3])[C:8]([O:10][C@H:11]1[C@@H:15]([OH:16])[C@H:14]([N:17]2[CH:25]=[N:24][C:23]3[C:18]2=[N:19][CH:20]=[N:21][C:22]=3[NH2:26])[O:13][C@H:12]1[CH2:27][O:28][P:29]([O:32][C@H:33]1[CH2:37][C@H:36]([N:38]2[CH:43]=[CH:42][C:41]([NH2:44])=[N:40][C:39]2=[O:45])[O:35][C@@H:34]1[CH2:46][O:47][P:48]([OH:51])([OH:50])=[O:49])([OH:31])=[O:30])=[O:9]. Procedure details: The aforementioned crude product of (2S)-(2R,3S,4R,5R)-2-((((((2R,3S,5R)-5-(4-amino-2-oxopyrimidin-1(2H)-yl)-2-((phosphonooxy)methyl)tetrahydrofuran-3-yl)oxy) (hydroxy)phosphoryl)oxy)methyl)-5-(6-amino-9H-purin-9-yl)-4-hydroxytetrahydrofuran-3-yl 5-azide-2-((tert-butoxycarbonyl)amino)-4-(tert-butyldisulfanyl)pentanoate (Compound 42) (53 mg) was suspended by adding dichloromethane (2 ml) thereto, after which trifluoroacetic acid (0.5 mL) was added at room temperature, and the mixture was stirred ... Reactants: [N-]=[N+]=[N-].[Na+] (sodium azide), N1C=C(C2=CC=CC=C12)C=O (indole-3-carboaldehyde), FC1=CC=C(C#N)C=C1 (4-fluorobenzonitrile), NO (hydroxylamine), N1N=NN=C1 (tetrazole). The product is CCC1=C(N=C2C=CC=C(N2C1=O)C)C (CH150). Reaction SMILES: [NH:1]1C2[C:4](=[CH:5][CH:6]=[CH:7]C=2)[C:3](C=O)=[CH:2]1.FC1[CH:20]=[CH:19][C:16]([C:17]#[N:18])=[CH:15][CH:14]=1.N1C=NN=N1.[N-]=[N+]=[N-].[Na+].N[OH:31]>>[CH3:20][CH2:19][C:16]1[C:17](=[O:31])[N:18]2[C:2]([CH:3]=[CH:4][CH:5]=[C:6]2[CH3:7])=[N:1][C:15]=1[CH3:14] |f:3.4|. Procedure: XO-CH145 was prepared by coupling of indole-3-carboaldehyde and 4-fluorobenzonitrile in a similar manner to the third step of the above 1. XO-CH147 was prepared by converting XO-CH145 into a tetrazole derivative using sodium azide, followed by cyanation using hydroxylamine to give XO-CH150 (the following scheme). Starting materials: CCN(C)c1ccccc1-c1ccc(C(=O)OC)c(NC(=O)c2cncc(-c3ccccc3)c2)c1, Cl, [Na+], C1COCCO1, [OH-]. Yields the product CCN(C)c1ccccc1-c1ccc(C(=O)[O-])c(NC(=O)c2cncc(-c3ccccc3)c2)c1, [Na+]. As a reaction SMILES: [CH2:3]([CH3:4])[N:5]([c:6]1[c:7](-[c:12]2[cH:13][c:14]([NH:22][C:23](=[O:24])[c:25]3[cH:26][n:27][cH:28][c:29](-[c:31]4[cH:32][cH:33][cH:34][cH:35][cH:36]4)[cH:30]3)[c:15]([C:16](=[O:17])[O:18][CH3:19])[cH:20][cH:21]2)[cH:8][cH:9][cH:10][cH:11]1)[CH3:37].[ClH:38].[Na+:2].[O:39]1[CH2:40][CH2:41][O:42][CH2:43][CH2:44]1.[OH-:1]>>[CH2:3]([CH3:4])[N:5]([c:6]1[c:7](-[c:12]2[cH:13][c:14]([NH:22][C:23](=[O:24])[c:25]3[cH:26][n:27][cH:28][c:29](-[c:31]4[cH:32][cH:33][cH:34][cH:35][cH:36]4)[cH:30]3)[c:15]([C:16](=[O:17])[O-:18])[cH:20][cH:21]2)[cH:8][cH:9][cH:10][cH:11]1)[CH3:37].[Na+:2]. Reactants: C(C(=O)Cl)(=O)Cl (Oxalyl chloride), CC=1OC2=C(C1)C(=CC(=C2)C(=O)O)OCC(C)C (2-methyl-4-isobutoxy-6-carboxybenzofuran), NC1=NC=C(C=C1)C(=O)OC (methyl 2-aminopyridine-5-carboxylate). Solvent: C(Cl)Cl (DCM). Conditions: time 4 hour. Product: CC=1OC2=C(C1)C(=CC(=C2)C(NC2=NC=C(C=C2)C(=O)OC)=O)OCC(C)C (2-Methyl-4-isobutoxy-6-[N-(5-methoxycarbonylpyridin-2-yl)carbamoyl]benzofuran). Yield: 49.5%. Reaction SMILES: C(Cl)(=O)C(Cl)=O.[CH3:7][C:8]1[O:9][C:10]2[CH:16]=[C:15]([C:17]([OH:19])=O)[CH:14]=[C:13]([O:20][CH2:21][CH:22]([CH3:24])[CH3:23])[C:11]=2[CH:12]=1.[NH2:25][C:26]1[CH:31]=[CH:30][C:29]([C:32]([O:34][CH3:35])=[O:33])=[CH:28][N:27]=1>C(Cl)Cl>[CH3:7][C:8]1[O:9][C:10]2[CH:16]=[C:15]([C:17](=[O:19])[NH:25][C:26]3[CH:31]=[CH:30][C:29]([C:32]([O:34][CH3:35])=[O:33])=[CH:28][N:27]=3)[CH:14]=[C:13]([O:20][CH2:21][CH:22]([CH3:24])[CH3:23])[C:11]=2[CH:12]=1. Procedure details: Oxalyl chloride (410 mg, 282 μl, 3.225 mmol, 5 eq) was added to a solution of 2-methyl-4-isobutoxy-6-carboxybenzofuran (Method 2; 0.160 mg, 0.645 mmol) in DCM (5 ml) and the reaction mixture stirred for 4 hrs at ambient temperature. Further reagent was added, the reaction mixture stirred for 16 hrs, and then warmed to 40° C. As starting acid still remained, the solvent was removed in vacuo and the residue treated with neat oxalyl chloride. The reaction mixture was then concentrated in vacuo and ... Reactants: C(C)C(N(C1=CC(=CC=C1)C#N)CCCCC1=CC=C(C=C1)[N+](=O)[O-])C(=O)O (ethyl N-[4-[4-nitrophenyl]butyl]-N-[3-cyanophenyl]glycine), CO (methanol), [H][H] (hydrogen). Reagents/catalysts: [Pd] (palladium on carbon). Solvent: C(C)(=O)OCC (ethyl acetate). Run at time 0.5 hour. Yields the product C(C)C(N(C1=CC(=CC=C1)C#N)CCCCC1=CC=C(C=C1)N)C(=O)O (ethyl N-[4-[4-aminophenyl]butyl]-N-[3-cyanophenyl]glycine). Isolated yield 94.8%. RXN SMILES: [CH2:1]([CH:3]([C:26]([OH:28])=[O:27])[N:4]([CH2:13][CH2:14][CH2:15][CH2:16][C:17]1[CH:22]=[CH:21][C:20]([N+:23]([O-])=O)=[CH:19][CH:18]=1)[C:5]1[CH:10]=[CH:9][CH:8]=[C:7]([C:11]#[N:12])[CH:6]=1)[CH3:2].CO.[H][H]>[Pd].C(OCC)(=O)C>[CH2:1]([CH:3]([C:26]([OH:28])=[O:27])[N:4]([CH2:13][CH2:14][CH2:15][CH2:16][C:17]1[CH:18]=[CH:19][C:20]([NH2:23])=[CH:21][CH:22]=1)[C:5]1[CH:10]=[CH:9][CH:8]=[C:7]([C:11]#[N:12])[CH:6]=1)[CH3:2]. Procedure: Part D. A solution of ethyl N-[4-[4-nitrophenyl]butyl]-N-[3-cyanophenyl]glycine (0.31 gm, 0.81 mmol) and 20 mL methanol:ethyl acetate (v:v, 50:50) was degassed with nitrogen in a Parr shaker bottle, then 10% palladium on carbon was added. The reaction was charged to 50 PSI hydrogen and shaken for 1/2 hr. The catalyst was filtered off over celite, the filtrate concentrated and the product purifed by flash chropmatography on silica gel eluting ethyl acetate:methylene chloride (v:v, 10:90) to give ... Starting materials: COC(=O)c1ccc(C(=CC2CCCC2)c2cc3cccnc3n2S(=O)(=O)c2ccccc2)cc1F, CCCC[N+](CCCC)(CCCC)CCCC, [F-], C1CCOC1. Product: COC(=O)c1ccc(C(=CC2CCCC2)c2cc3cccnc3[nH]2)cc1F. RXN SMILES: [CH3:1][O:2][C:3]([c:4]1[c:5]([F:35])[cH:6][c:7]([C:10](=[CH:11][CH:12]2[CH2:13][CH2:14][CH2:15][CH2:16]2)[c:17]2[cH:18][c:19]3[c:20]([n:21][cH:22][cH:23][cH:24]3)[n:25]2[S:26]([c:27]2[cH:28][cH:29][cH:30][cH:31][cH:32]2)(=[O:33])=[O:34])[cH:8][cH:9]1)=[O:36].[CH3:38][CH2:39][CH2:40][CH2:41][N+:42]([CH2:43][CH2:44][CH2:45][CH3:46])([CH2:47][CH2:48][CH2:49][CH3:50])[CH2:51][CH2:52][CH2:53][CH3:54].[F-:37].[O:55]1[CH2:56][CH2:57][CH2:58][CH2:59]1>>[CH3:1][O:2][C:3]([c:4]1[c:5]([F:35])[cH:6][c:7]([C:10](=[CH:11][CH:12]2[CH2:13][CH2:14][CH2:15][CH2:16]2)[c:17]2[cH:18][c:19]3[c:20]([n:21][cH:22][cH:23][cH:24]3)[nH:25]2)[cH:8][cH:9]1)=[O:36].